Dataset: the Open Reaction Database (ORD), a public repository of structured organic reaction records. Task: describe an organic reaction: reactants, conditions, products, and yield Reactants: FC1=C(C=CC(=C1)C(C(=O)O)C)C1=CC=CC=C1 (2-(2-fluoro-4-biphenylyl)propionic acid), C(CO)O (ethylene glycol), [OH-].[K+] (potassium hydroxide). Run in O (water). Product: OC1=C(C=CC(=C1)C(C(=O)O)C)C1=CC=CC=C1 (2-(2-hydroxy-4-biphenylyl)propionic acid). Reaction SMILES: F[C:2]1[CH:7]=[C:6]([CH:8]([CH3:12])[C:9]([OH:11])=[O:10])[CH:5]=[CH:4][C:3]=1[C:13]1[CH:18]=[CH:17][CH:16]=[CH:15][CH:14]=1.C(O)C[OH:21].[OH-].[K+]>O>[OH:21][C:2]1[CH:7]=[C:6]([CH:8]([CH3:12])[C:9]([OH:11])=[O:10])[CH:5]=[CH:4][C:3]=1[C:13]1[CH:18]=[CH:17][CH:16]=[CH:15][CH:14]=1 |f:2.3|. Reported procedure: 2-(2-fluoro-4-biphenylyl)propionic acid (1 g.) ethylene glycol (10 ml.) and potassium hydroxide (0.8 g.) were refluxed under nitrogen for 24 hours. The mixture was diluted with water, washed with ether, acidified with hydrochloric acid and extracted with ether. The ether extract was washed with water, dried and evaporated to dryness. The product was subjected to thin layer chromatography to give 2-(2-hydroxy-4-biphenylyl)propionic acid, which was recrystallized from light petroleum (b.p. 80° - 1... Reactants: O=C([O-])O, ClCCCl, COc1cc(C=CC(=O)O)ccc1-n1cnc(C)c1, CCOC(C)=O, Cl, NN1CCCC(c2cc(F)c(F)c(F)c2)C1=O, [Na+], CN(C)C=O, O, On1nnc2ccccc21. Product: COc1cc(C=CC(=O)NN2CCCC(c3cc(F)c(F)c(F)c3)C2=O)ccc1-n1cnc(C)c1. As a reaction SMILES: [C:49](=[O:50])([OH:51])[O-:52].[CH2:65]([Cl:66])[CH2:67][Cl:68].[CH3:29][O:30][c:31]1[cH:32][c:33]([CH:43]=[CH:44][C:45](=[O:46])[OH:47])[cH:34][cH:35][c:36]1-[n:37]1[cH:38][n:39][c:40]([CH3:42])[cH:41]1.[CH3:59][CH2:60][O:61][C:62](=[O:63])[CH3:64].[ClH:11].[NH2:12][N:13]1[C:14](=[O:28])[CH:15]([c:19]2[cH:20][c:21]([F:27])[c:22]([F:26])[c:23]([F:25])[cH:24]2)[CH2:16][CH2:17][CH2:18]1.[Na+:53].[O:54]=[CH:55][N:56]([CH3:57])[CH3:58].[OH2:48].[OH:1][n:2]1[c:3]2[c:4]([cH:5][cH:6][cH:7][cH:8]2)[n:9][n:10]1>>[NH:12]([N:13]1[C:14](=[O:28])[CH:15]([c:19]2[cH:20][c:21]([F:27])[c:22]([F:26])[c:23]([F:25])[cH:24]2)[CH2:16][CH2:17][CH2:18]1)[C:45]([CH:44]=[CH:43][c:33]1[cH:32][c:31]([O:30][CH3:29])[c:36](-[n:37]2[cH:38][n:39][c:40]([CH3:42])[cH:41]2)[cH:35][cH:34]1)=[O:46]. The reactants are Cl (HCl), C(C)(=O)OC(C([C@H](CC(C)C)NC(=O)OC(C)(C)C)=O)SC ((3S)-3-([(1,1-dimethylethyl)oxy]carbonylamino)-5-methyl-1-(methylsulfanyl)-2-oxohexyl ethanoate), CCO (EtOH), [BH4-].[Na+] (NaBH4). Solvent: O (H2O), CCOC(=O)C (EtOAc). Reaction conditions: temperature -20 celsius, time 1 hour. The product is C(C)(=O)OCC([C@H](CC(C)C)NC(=O)OC(C)(C)C)O ((3S)-3-([(1,1-dimethylethyl)oxy]carbonylamino)-2-hydroxy-5-methylhexyl ethanoate). RXN SMILES: [C:1]([O:4][CH:5](SC)[C:6](=[O:20])[C@@H:7]([NH:12][C:13]([O:15][C:16]([CH3:19])([CH3:18])[CH3:17])=[O:14])[CH2:8][CH:9]([CH3:11])[CH3:10])(=[O:3])[CH3:2].CCO.[BH4-].[Na+].Cl>O.CCOC(C)=O>[C:1]([O:4][CH2:5][CH:6]([OH:20])[C@@H:7]([NH:12][C:13]([O:15][C:16]([CH3:17])([CH3:19])[CH3:18])=[O:14])[CH2:8][CH:9]([CH3:11])[CH3:10])(=[O:3])[CH3:2] |f:2.3|. Procedure details: To a suitable reactor was added 3f (1.55 g, 1.0 equiv) and EtOH (30 mL) was added at 20-30° C. under N2. The mixture was cooled to −25 to −15° C., and NaBH4 (132.1 mg, 0.8 equiv) in H2O (3.1 mL) was added at below −15° C. The reaction mixture was warmed to −5-5° C. and stirred for 1 hr. The reaction was deemed completed as determined by TLC. 1N HCl aqueous solution (13 mL) was added at below 10° C., and the mixture was warmed to 20-30° C. EtOAc (160 mL) was added at 20-30° C., and the mixture wa... Reactants: CCCCC(CNOCc1ccccc1)C(=O)NC(C(=O)c1nccn1C)C(C)(C)C, O=CCC(=O)OC(=O)CC=O, ClCCl. Yields the product CCCCC(CN(C=O)OCc1ccccc1)C(=O)NC(C(=O)c1nccn1C)C(C)(C)C. RXN SMILES: [CH3:1][C:2]([CH:3]([C:4](=[O:5])[c:6]1[n:7]([CH3:11])[cH:8][cH:9][n:10]1)[NH:12][C:13]([CH:14]([CH2:15][CH2:16][CH2:17][CH3:18])[CH2:19][NH:20][O:21][CH2:22][c:23]1[cH:24][cH:25][cH:26][cH:27][cH:28]1)=[O:29])([CH3:30])[CH3:31].[CH:32](=[O:33])[CH2:34][C:35]([O:36][C:37](=[O:38])[CH2:39][CH:40]=[O:41])=[O:42].[Cl:43][CH2:44][Cl:45]>>[CH3:1][C:2]([CH:3]([C:4](=[O:5])[c:6]1[n:7]([CH3:11])[cH:8][cH:9][n:10]1)[NH:12][C:13]([CH:14]([CH2:15][CH2:16][CH2:17][CH3:18])[CH2:19][N:20]([O:21][CH2:22][c:23]1[cH:24][cH:25][cH:26][cH:27][cH:28]1)[CH:32]=[O:33])=[O:29])([CH3:30])[CH3:31]. The reactants are CC(C(N)=O)c1ccc2c(c1)CCc1ccccc1C2=O, O, O=S(=O)(O)O. The product is CC(C(=O)O)c1ccc2c(c1)CCc1ccccc1C2=O. As a reaction SMILES: [O:1]=[C:2]1[c:3]2[c:4]([cH:18][cH:19][cH:20][cH:21]2)[CH2:5][CH2:6][c:7]2[c:8]1[cH:9][cH:10][c:11]([CH:13]([C:14](=[O:15])[NH2:16])[CH3:17])[cH:12]2.[OH2:27].[S:22]([OH:23])(=[O:24])(=[O:25])[OH:26]>>[O:1]=[C:2]1[c:3]2[c:4]([cH:18][cH:19][cH:20][cH:21]2)[CH2:5][CH2:6][c:7]2[c:8]1[cH:9][cH:10][c:11]([CH:13]([C:14](=[O:15])[OH:23])[CH3:17])[cH:12]2. Starting materials: ester, CNC1=CC=CC=C1 (N-methylaniline), C(C=C)(=O)[O-] (acrylate), C(C=C)(=O)O.C(C=C)(=O)O.C(C=C)(=O)O.C(O)C(CC)(CO)CO (trimethylolpropane triacrylate). Solvent: C(C)(=O)O (acetic acid). The product is CN(C1=CC=CC=C1)CCC(=O)O.CN(C1=CC=CC=C1)CCC(=O)O.CN(C1=CC=CC=C1)CCC(=O)O.C(O)C(CC)(CO)CO (1,1,1-trimethylolpropane tri-(3-[N-methyl-N-phenylamino]propionate)). As a reaction SMILES: [CH3:1][NH:2][C:3]1[CH:8]=[CH:7][CH:6]=[CH:5][CH:4]=1.[C:9]([OH:13])(=[O:12])[CH:10]=[CH2:11].[C:14]([OH:18])(=[O:17])[CH:15]=[CH2:16].[C:19]([OH:23])(=[O:22])[CH:20]=[CH2:21].[CH2:24]([C:26]([CH2:31][OH:32])([CH2:29][OH:30])[CH2:27][CH3:28])[OH:25].C([O-])(=O)C=C>C(O)(=O)C>[CH3:1][N:2]([CH2:11][CH2:10][C:9]([OH:13])=[O:12])[C:3]1[CH:8]=[CH:7][CH:6]=[CH:5][CH:4]=1.[CH3:1][N:2]([CH2:16][CH2:15][C:14]([OH:18])=[O:17])[C:3]1[CH:8]=[CH:7][CH:6]=[CH:5][CH:4]=1.[CH3:1][N:2]([CH2:21][CH2:20][C:19]([OH:23])=[O:22])[C:3]1[CH:8]=[CH:7][CH:6]=[CH:5][CH:4]=1.[CH2:24]([C:26]([CH2:31][OH:32])([CH2:29][OH:30])[CH2:27][CH3:28])[OH:25] |f:1.2.3.4,7.8.9.10|. Reported procedure: N-methylaniline (14.81 g) was added to glacial acetic acid (25 ml) containing trimethylolpropane triacrylate (16.05 g) and the mixture heated under reflux for 12 hr. The acetic acid was removed by distillation in vacuo to give a viscous oil. An infrared spectrum of the product showed that very few acrylate residues were present. Strong absorptions due to an ester and an aromatic amine group were present (1740 and 1600 cm−1). Reactants: O=C1SC=C(S1)C(C(=O)O)=NOC (2-(2-Oxo-1,3-dithiol-4-yl)-2-methoxyiminoacetic acid), NC1[C@@H]2N(C(=C(CS2)CSC=2SC=NN2)C(=O)O)C1=O (7-amino-3-(1,3,4-thiadiazol-2-yl)thiomethyl-3-cephem-4-carboxylic acid). Product: O=C1SC=C(S1)C(C(=O)NC1[C@@H]2N(C(=C(CS2)CSC=2SC=NN2)C(=O)O)C1=O)=NOC (7-[2-(2-Oxo-1,3-dithiol-4-yl)-2-methoxyiminoacetamido]-3-(1,3,4-thiadiazol-2-yl)thiomethyl-3-cephem-4-carboxylic acid). As a reaction SMILES: [O:1]=[C:2]1[S:6][C:5]([C:7](=[N:11][O:12][CH3:13])[C:8]([OH:10])=O)=[CH:4][S:3]1.[NH2:14][CH:15]1[C:32](=[O:33])[N:17]2[C:18]([C:29]([OH:31])=[O:30])=[C:19]([CH2:22][S:23][C:24]3[S:25][CH:26]=[N:27][N:28]=3)[CH2:20][S:21][C@H:16]12>>[O:1]=[C:2]1[S:6][C:5]([C:7](=[N:11][O:12][CH3:13])[C:8]([NH:14][CH:15]2[C:32](=[O:33])[N:17]3[C:18]([C:29]([OH:31])=[O:30])=[C:19]([CH2:22][S:23][C:24]4[S:25][CH:26]=[N:27][N:28]=4)[CH2:20][S:21][C@H:16]23)=[O:10])=[CH:4][S:3]1. Procedure details: 2-(2-Oxo-1,3-dithiol-4-yl)-2-methoxyiminoacetic acid (anti isomer, 0.7 g.) was allowed to react with 7-amino-3-(1,3,4-thiadiazol-2-yl)thiomethyl-3-cephem-4-carboxylic acid (1.06 g.) in a similar manner to that of Example 1 to give the captioned compound (0.85 g.). The reactants are CC=1N=C(SC1C(=O)OCC)N1C=NNC1=O (ethyl 4-methyl-2-(5-oxo-1H-1,2,4-triazol-4(5H)-yl)thiazole-5-carboxylate), C([O-])([O-])=O.[Cs+].[Cs+] (cesium carbonate), BrCC1C(C1)(F)F (bromomethyl-2,2-difluorocyclopropane). The solvent is CN(C=O)C (N,N-dimethylformamide), CN(C=O)C (N,N-dimethylformamide). Reaction conditions: time 30 minute. The product is FC1(C(C1)CN1N=CN(C1=O)C=1SC(=C(N1)C)C(=O)OCC)F (ethyl 2-(1-((2,2-difluorocyclopropyl)methyl)-5-oxo-1H-1,2,4-triazol-4(5H)-yl)-4-methylthiazole-5-carboxylate). Isolated yield 89.4%. As a reaction SMILES: [CH3:1][C:2]1[N:3]=[C:4]([N:12]2[C:16](=[O:17])[NH:15][N:14]=[CH:13]2)[S:5][C:6]=1[C:7]([O:9][CH2:10][CH3:11])=[O:8].C(=O)([O-])[O-].[Cs+].[Cs+].Br[CH2:25][CH:26]1[CH2:28][C:27]1([F:30])[F:29]>CN(C)C=O>[F:29][C:27]1([F:30])[CH2:28][CH:26]1[CH2:25][N:15]1[C:16](=[O:17])[N:12]([C:4]2[S:5][C:6]([C:7]([O:9][CH2:10][CH3:11])=[O:8])=[C:2]([CH3:1])[N:3]=2)[CH:13]=[N:14]1 |f:1.2.3|. Procedure details: To a solution of ethyl 4-methyl-2-(5-oxo-1H-1,2,4-triazol-4(5H)-yl)thiazole-5-carboxylate (9.36 g, 36.8 mmol) in anhydrous N,N-dimethylformamide (150 mL) was added cesium carbonate (23.90 g, 73.70 mmol). The reaction mixture was stirred at ambient temperature for 30 min, followed by the addition of bromomethyl-2,2-difluorocyclopropane (6.00 g, 35.10 mmol) in N,N-dimethylformamide (50 mL). The reaction mixture was heated at 40° C. for 3 h and filtered. The solid was washed with ethyl acetate (100... Reactants: C(#N)C1=C(C=C(C=C1)/C=C/C(=O)O)C ((E)-3-(4-Cyano-3-methyl-phenyl)-acrylic acid). Reagents/catalysts: [Pd] (palladium on charcoal). The solvent is O1CCCC1 (tetrahydrofuran), CO (methanol). Run at time 8 hour. Yields the product C(#N)C1=C(C=C(C=C1)CCC(=O)O)C (3-(4-Cyano-3-methyl-phenyl)-propionic acid). Yield: 99.9%. As a reaction SMILES: [C:1]([C:3]1[CH:8]=[CH:7][C:6](/[CH:9]=[CH:10]/[C:11]([OH:13])=[O:12])=[CH:5][C:4]=1[CH3:14])#[N:2]>O1CCCC1.CO.[Pd]>[C:1]([C:3]1[CH:8]=[CH:7][C:6]([CH2:9][CH2:10][C:11]([OH:13])=[O:12])=[CH:5][C:4]=1[CH3:14])#[N:2]. Procedure: 5.15 g (E)-3-(4-Cyano-3-methyl-phenyl)-acrylic acid were dissolved in a mixture of 250 ml tetrahydrofuran and 125 ml methanol. 510 mg palladium on charcoal (10%) were added and the reaction mixture was stirred under a hydrogen atmosphere overnight. The catalyst was filtered off over a celite pad. The solvent was removed in vacuo to obtain 5.2 g 3-(4-Cyano-3-methyl-phenyl)-propionic acid as a white solid.